From a dataset of the Open Reaction Database (ORD), a public repository of structured organic reaction records. describe an organic reaction: reactants, conditions, products, and yield Starting materials: COC(CCCC)(OC)OC (Trimethylorthovalerate), NC=1C=NC2=CC=CC=C2C1NCCNC(OC(C)(C)C)=O (1,1-dimethylethyl N-{2-[(3-aminoquinolin-4-yl)amino]ethyl}carbamate). The solvent is C1(=CC=CC=C1)C (toluene). The product is C(CCC)C=1N(C2=C(C=NC=3C=CC=CC23)N1)CCNC(OC(C)(C)C)=O (1,1-dimethylethyl N-[2-(2-butyl-1H-imidazo[4,5-c]quinolin-1-yl)ethyl]carbamate). The yield is 50.8%. RXN SMILES: CO[C:3](OC)(OC)[CH2:4][CH2:5][CH2:6][CH3:7].[NH2:12][C:13]1[CH:14]=[N:15][C:16]2[C:21]([C:22]=1[NH:23][CH2:24][CH2:25][NH:26][C:27](=[O:33])[O:28][C:29]([CH3:32])([CH3:31])[CH3:30])=[CH:20][CH:19]=[CH:18][CH:17]=2>C1(C)C=CC=CC=1>[CH2:4]([C:3]1[N:23]([CH2:24][CH2:25][NH:26][C:27](=[O:33])[O:28][C:29]([CH3:30])([CH3:32])[CH3:31])[C:22]2[C:21]3[CH:20]=[CH:19][CH:18]=[CH:17][C:16]=3[N:15]=[CH:14][C:13]=2[N:12]=1)[CH2:5][CH2:6][CH3:7]. Procedure details: Trimethylorthovalerate (5.9 g, 36.4 mmol) was added with stirring to a solution of 1,1-dimethylethyl N-{2-[(3-aminoquinolin-4-yl)amino]ethyl}carbamate (10.0 g, 33.1 mmol) in anhydrous toluene (100 mL). The reaction mixture was heated to reflux. A 10 mL portion of toluene was removed using a Dean Stark trap and the reaction mixture was maintained for 36 hours. An additional 40 mL of toluene was removed and then the reaction was allowed to cool to ambient temperature with continued stirring. The r... Starting materials: N1(CCC1)S(=O)(=O)N (azetidine-1-sulfonamide), C1(CCCCC1)P(C1=C(C=CC=C1)C1=C(C=C(C=C1C(C)C)C(C)C)C(C)C)C1CCCCC1 (2-dicyclohexylphosphino-2′,4′,6′-tri-isopropyl-1,1′-biphenyl), C([O-])([O-])=O.[Cs+].[Cs+] (cesium carbonate), ClC1=NC(=NC(=C1)SC)SCC1=C(C(=CC=C1)F)F (4-chloro-2-[(2,3-difluorobenzyl)thio]-6-(methylthio)pyrimidine), ClC1=NC(=NC(=C1)SC)SCC1=C(C(=CC=C1)F)F (4-chloro-2-[(2,3-difluorobenzyl)thio]-6-(methylthio)pyrimidine), [Cl-].[NH4+] (ammonium chloride). Reagents/catalysts: C=1C=CC(=CC1)/C=C/C(=O)/C=C/C2=CC=CC=C2.C=1C=CC(=CC1)/C=C/C(=O)/C=C/C2=CC=CC=C2.C=1C=CC(=CC1)/C=C/C(=O)/C=C/C2=CC=CC=C2.[Pd].[Pd] (tris(dibenzylideneacetone)-dipalladium (0)). Solvent: O1CCOCC1 (dioxane). Run at temperature 100 celsius. The product is FC1=C(CSC2=NC(=CC(=N2)NS(=O)(=O)N2CCC2)SC)C=CC=C1F (N-[2-[(2,3-Difluorobenzyl)thio]-6-(methylthio)pyrimidin-4-yl]azetidine-1-sulfonamide). Reaction SMILES: [N:1]1([S:5]([NH2:8])(=[O:7])=[O:6])[CH2:4][CH2:3][CH2:2]1.C1(P(C2CCCCC2)C2C=CC=CC=2C2C(C(C)C)=CC(C(C)C)=CC=2C(C)C)CCCCC1.C(=O)([O-])[O-].[Cs+].[Cs+].Cl[C:50]1[CH:55]=[C:54]([S:56][CH3:57])[N:53]=[C:52]([S:58][CH2:59][C:60]2[CH:65]=[CH:64][CH:63]=[C:62]([F:66])[C:61]=2[F:67])[N:51]=1.[Cl-].[NH4+]>O1CCOCC1.C1C=CC(/C=C/C(/C=C/C2C=CC=CC=2)=O)=CC=1.C1C=CC(/C=C/C(/C=C/C2C=CC=CC=2)=O)=CC=1.C1C=CC(/C=C/C(/C=C/C2C=CC=CC=2)=O)=CC=1.[Pd].[Pd]>[F:67][C:61]1[C:62]([F:66])=[CH:63][CH:64]=[CH:65][C:60]=1[CH2:59][S:58][C:52]1[N:51]=[C:50]([NH:8][S:5]([N:1]2[CH2:4][CH2:3][CH2:2]2)(=[O:7])=[O:6])[CH:55]=[C:54]([S:56][CH3:57])[N:53]=1 |f:2.3.4,6.7,9.10.11.12.13|. Reported procedure: A mixture of azetidine-1-sulfonamide (prepared according to patent WO 2004/011443, 0.32 g), tris(dibenzylideneacetone)-dipalladium (0) (33 mg), 2-dicyclohexylphosphino-2′,4′,6′-tri-isopropyl-1,1′-biphenyl (XPHOS) (17 mg), cesium carbonate (0.58 g) and 4-chloro-2-[(2,3-difluorobenzyl)thio]-6-(methylthio)pyrimidine (the product of example 57, step i) (0.38 g) in dioxane (10 mL) was heated at 100° C. for 18 h. The mixture was cooled and saturated ammonium chloride was added and the resulting mixtur... Reactants: Cl.FC1=CC2=C(C(=NO2)C2CCNCC2)C=C1 (6-fluoro-3-(4-piperidinyl)-1,2-benzisoxazole hydrochloride), C(=O)([O-])[O-].[K+].[K+] (K2CO3), ClCCCOC=1C=C(C=CC1)C(C)=O (1-[3-(3-chloropropoxy)phenyl]ethanone). Solvent: C(C)#N (acetonitrile). Yields the product C(\C=C\C(=O)O)(=O)O.C(C)=O (ethanone fumarate). As a reaction SMILES: Cl.FC1C=[CH:16][C:6]2C(C3CCNCC3)=N[O:9][C:5]=2C=1.[C:18]([O-:21])([O-:20])=O.[K+].[K+].ClC[CH2:26][CH2:27][O:28]C1C=C(C(=O)C)C=CC=1>C(#N)C>[C:5]([OH:28])(=[O:9])/[CH:6]=[CH:16]/[C:18]([OH:21])=[O:20].[CH:27](=[O:28])[CH3:26] |f:0.1,2.3.4,7.8|. Procedure: A mixture of 6-fluoro-3-(4-piperidinyl)-1,2-benzisoxazole hydrochloride (4.53 g, 20.5 mmol), K2CO3 (4.5 g), 1-[3-(3-chloropropoxy)phenyl]ethanone (6.4 g, 29 mmol) in acetonitrile (60 ml) was heated at reflux for 5 hours. At the end of the reaction, the solvent was removed and the residue was extracted into dichloromethane (300 ml). The inorganic insolubles were filtered off. The dichloromethane solution was concentrated to a small volume (10 ml) and purified on a flash chromatographic column (Si... The reactants are FC1=C(C=CC(=C1)I)NC1=C(N=CC=2N1C=NC2)C(=O)O (5-(2-fluoro-4-iodo-phenylamino)-imidazo[1,5-a]pyrazine-6-carboxylic acid), COC(=O)C=1N=CC=2N(C1NC1=C(C=C(C=C1)Br)F)C=NC2 (5-(4-bromo-2-fluoro-phenylamino)-imidazo[1,5-a]pyrazine-6-carboxylic acid methyl ester). Yields the product BrC1=CC(=C(C=C1)NC1=C(N=CC=2N1C=NC2)C(=O)O)F (5-(4-Bromo-2-fluorophenylamino)imidazo[1,5-a]pyrazine-6-carboxylic acid). Reaction SMILES: FC1C=C(I)C=CC=1NC1N2C=NC=C2C=NC=1C(O)=O.C[O:23][C:24]([C:26]1[N:27]=[CH:28][C:29]2[N:30]([CH:41]=[N:42][CH:43]=2)[C:31]=1[NH:32][C:33]1[CH:38]=[CH:37][C:36]([Br:39])=[CH:35][C:34]=1[F:40])=[O:25]>>[Br:39][C:36]1[CH:37]=[CH:38][C:33]([NH:32][C:31]2[N:30]3[CH:41]=[N:42][CH:43]=[C:29]3[CH:28]=[N:27][C:26]=2[C:24]([OH:25])=[O:23])=[C:34]([F:40])[CH:35]=1. Reported procedure: The desired compound was prepared in an analogous fashion to 5-(2-fluoro-4-iodo-phenylamino)-imidazo[1,5-a]pyrazine-6-carboxylic acid, using 5-(4-bromo-2-fluoro-phenylamino)-imidazo[1,5-a]pyrazine-6-carboxylic acid methyl ester as the starting material. LCMS (method D1): RT=0.713 min, [M+H]+=351/353. The reactants are NCc1cccc([N+](=O)[O-])c1, O=C(Cl)OC(Cl)(Cl)Cl, C1COCCO1. The product is O=C=NCc1cccc([N+](=O)[O-])c1. Reaction SMILES: [N+:1](=[O:2])([O-:3])[c:4]1[cH:5][c:6]([CH2:7][NH2:8])[cH:9][cH:10][cH:11]1.[O:12]=[C:13]([Cl:14])[O:15][C:16]([Cl:17])([Cl:18])[Cl:19].[O:20]1[CH2:21][CH2:22][O:23][CH2:24][CH2:25]1>>[N+:1](=[O:2])([O-:3])[c:4]1[cH:5][c:6]([CH2:7][N:8]=[C:13]=[O:12])[cH:9][cH:10][cH:11]1. Reactants: ON1C(CC(CC1(C)C)OC(CCCCCCCCCCCCCCCCC)=O)(C)C (1-hydroxy-4-octadecanoyloxy-2,2,6,6-tetramethylpiperidine), [H-].[Na+] (sodium hydride), BrCCCCBr (1,4-dibromobutane). Run in O1CCCC1 (tetrahydrofuran). Product: C(CCCCCCCCCCCCCCCCC)(=O)OC1CC(N(C(C1)(C)C)OCCCCON1C(CC(CC1(C)C)OC(CCCCCCCCCCCCCCCCC)=O)(C)C)(C)C (1,4-Bis(4-octadecanoyloxy-2,2,6,6-tetramethylpiperidin-1-yloxy)butane). Reaction SMILES: [OH:1][N:2]1[C:7]([CH3:9])([CH3:8])[CH2:6][CH:5]([O:10][C:11](=[O:29])[CH2:12][CH2:13][CH2:14][CH2:15][CH2:16][CH2:17][CH2:18][CH2:19][CH2:20][CH2:21][CH2:22][CH2:23][CH2:24][CH2:25][CH2:26][CH2:27][CH3:28])[CH2:4][C:3]1([CH3:31])[CH3:30].[H-].[Na+].Br[CH2:35][CH2:36][CH2:37][CH2:38]Br>O1CCCC1>[C:11]([O:10][CH:5]1[CH2:6][C:7]([CH3:8])([CH3:9])[N:2]([O:1][CH2:35][CH2:36][CH2:37][CH2:38][O:1][N:2]2[C:7]([CH3:8])([CH3:9])[CH2:6][CH:5]([O:10][C:11](=[O:29])[CH2:12][CH2:13][CH2:14][CH2:15][CH2:16][CH2:17][CH2:18][CH2:19][CH2:20][CH2:21][CH2:22][CH2:23][CH2:24][CH2:25][CH2:26][CH2:27][CH3:28])[CH2:4][C:3]2([CH3:30])[CH3:31])[C:3]([CH3:30])([CH3:31])[CH2:4]1)(=[O:29])[CH2:12][CH2:13][CH2:14][CH2:15][CH2:16][CH2:17][CH2:18][CH2:19][CH2:20][CH2:21][CH2:22][CH2:23][CH2:24][CH2:25][CH2:26][CH2:27][CH3:28] |f:1.2|. Procedure details: The title compound is prepared by reaction of a tetrahydrofuran solution of 1-hydroxy-4-octadecanoyloxy-2,2,6,6-tetramethylpiperidine with sodium hydride followed by reaction with 0.5 molar equivalent of 1,4-dibromobutane.